describe an organic reaction: reactants, conditions, products, and yield From a dataset of the Open Reaction Database (ORD), a public repository of structured organic reaction records. Reactants: Alkene, CCOC(=O)C.CCCCCC (EtOAc Hexane), O([Si](C)(C)C(C)(C)C)CCOC1=C(C=O)C=CC(=C1)[N+](=O)[O-] (2-([2-tert-butyldimethylsiloxy]ethoxy)-4-nitrobenzaldehyde), [H-].[Na+] (sodium hydride), CC=1C=CC=2N(C1)C=C(N2)C2=CC=C(CP(OCC)(OCC)=O)C=C2 (diethyl [4-(6-methylimidazo[1,2-a]pyridin-2-yl)benzyl]phosphonate). The solvent is C1CCOC1 (THF). Product: CC=1C=CC=2N(C1)C=C(N2)C2=CC=C(C=C2)\C=C\C2=C(C=C(C=C2)[N+](=O)[O-])OCCO[Si](C)(C)C(C)(C)C (6-Methyl-2-(4-{(E)-2-[4-nitro-2-(2-tert-butyldimethylsiloxyethoxy)phenyl]ethenyl}phenyl)imidazo[1,2-a]pyridine). Isolated yield 64.3%. RXN SMILES: [H-].[Na+].[CH3:3][C:4]1[CH:5]=[CH:6][C:7]2[N:8]([CH:10]=[C:11]([C:13]3[CH:27]=[CH:26][C:16]([CH2:17]P(=O)(OCC)OCC)=[CH:15][CH:14]=3)[N:12]=2)[CH:9]=1.[O:28]([CH2:36][CH2:37][O:38][C:39]1[CH:46]=[C:45]([N+:47]([O-:49])=[O:48])[CH:44]=[CH:43][C:40]=1[CH:41]=O)[Si:29]([C:32]([CH3:35])([CH3:34])[CH3:33])([CH3:31])[CH3:30].CCOC(C)=O.CCCCCC>C1COCC1>[CH3:3][C:4]1[CH:5]=[CH:6][C:7]2[N:8]([CH:10]=[C:11]([C:13]3[CH:14]=[CH:15][C:16](/[CH:17]=[CH:41]/[C:40]4[CH:43]=[CH:44][C:45]([N+:47]([O-:49])=[O:48])=[CH:46][C:39]=4[O:38][CH2:37][CH2:36][O:28][Si:29]([C:32]([CH3:35])([CH3:34])[CH3:33])([CH3:31])[CH3:30])=[CH:26][CH:27]=3)[N:12]=2)[CH:9]=1 |f:0.1,4.5|. Procedure: Prepared as described in the Alkene Formation section using sodium hydride (40 mg, 60% dispersion in mineral oil, 1.00 mmol), diethyl [4-(6-methylimidazo[1,2-a]pyridin-2-yl)benzyl]phosphonate (0.300 g, 0.837 mmol) and 2-([2-tert-butyldimethylsiloxy]ethoxy)-4-nitrobenzaldehyde (0.272 g, 0.837 mmol) in dry THF (30 ml) to give the title compound (0.285 g, 64%) as an orange solid after work-up and flash chromatography (2:1 EtOAc/Hexane). The reactants are COC(=O)CC(CCc1ccc(OC)c(OC)c1)NC(=O)C1CCCN(C(=O)C=CC2CCN(C(=O)OC(C)(C)C)CC2)C1, [Li+], C1CCOC1, [OH-], O. Yields the product COc1ccc(CCC(CC(=O)O)NC(=O)C2CCCN(C(=O)C=CC3CCN(C(=O)OC(C)(C)C)CC3)C2)cc1OC. Reaction SMILES: [CH3:3][O:4][C:5]([CH2:6][CH:7]([NH:8][C:9](=[O:10])[CH:11]1[CH2:12][N:13]([C:17]([CH:18]=[CH:19][CH:20]2[CH2:21][CH2:22][N:23]([C:26](=[O:27])[O:28][C:29]([CH3:30])([CH3:31])[CH3:32])[CH2:24][CH2:25]2)=[O:33])[CH2:14][CH2:15][CH2:16]1)[CH2:34][CH2:35][c:36]1[cH:37][c:38]([O:44][CH3:45])[c:39]([O:42][CH3:43])[cH:40][cH:41]1)=[O:46].[Li+:2].[O:48]1[CH2:49][CH2:50][CH2:51][CH2:52]1.[OH-:1].[OH2:47]>>[O:4]=[C:5]([CH2:6][CH:7]([NH:8][C:9](=[O:10])[CH:11]1[CH2:12][N:13]([C:17]([CH:18]=[CH:19][CH:20]2[CH2:21][CH2:22][N:23]([C:26](=[O:27])[O:28][C:29]([CH3:30])([CH3:31])[CH3:32])[CH2:24][CH2:25]2)=[O:33])[CH2:14][CH2:15][CH2:16]1)[CH2:34][CH2:35][c:36]1[cH:37][c:38]([O:44][CH3:45])[c:39]([O:42][CH3:43])[cH:40][cH:41]1)[OH:46]. Starting materials: C([O-])([O-])=O.[K+].[K+] (potassium carbonate), N1CCC1 (azetidine), N1CCC1 (azetidine), ClCCC1OC2=C(C(N(C1)C)=O)C=CC=N2 (2-(2-chloroethyl)-2,3-dihydro-4-methylpyrido[3,2-f]-1,4-oxazepin-5(4H)-one), CS(=O)C (dimethylsulfoxide), N1CCC1 (azetidine), compound. Run at time 4 day. The product is O.C(C(=O)O)(=O)O.N1(CCC1)CCC1OC2=C(C(N(C1)C)=O)C=CC=N2 (2-[2-(1-Azetidinyl)ethyl]-2,3-dihydro-4-methylpyrido[3,2-f][1,4]oxazepin-5(4H)-one oxalate hydrate). RXN SMILES: Cl[CH2:2][CH2:3][CH:4]1[CH2:10][N:9]([CH3:11])[C:8](=[O:12])[C:7]2[CH:13]=[CH:14][CH:15]=[N:16][C:6]=2[O:5]1.[C:17](=[O:20])([O-:19])[O-].[K+].[K+].[NH:23]1[CH2:26][CH2:25][CH2:24]1.CS(C)=[O:29]>>[OH2:5].[C:8]([OH:12])(=[O:29])[C:17]([OH:19])=[O:20].[N:23]1([CH2:2][CH2:3][CH:4]2[CH2:10][N:9]([CH3:11])[C:8](=[O:12])[C:7]3[CH:13]=[CH:14][CH:15]=[N:16][C:6]=3[O:5]2)[CH2:26][CH2:25][CH2:24]1 |f:1.2.3,6.7.8|. Reported procedure: To a solution of 5.0 g (0.021 mole) of 2-(2-chloroethyl)-2,3-dihydro-4-methylpyrido[3,2-f]-1,4-oxazepin-5(4H)-one dissolved in 40 ml of dimethylsulfoxide was added 8.7 g (0.063 mole) of potassium carbonate followed by 1.40 g (0.025 mole) of azetidine. The mixture was stirred for 4 days at room temperature*. Another 0.5 g (0.009 mole) of azetidine was added and stirring continued for 24 hr. Another 0.7 g (0.012 mole) of azetidine was added and the mixture was stirred for 24 hr. The potassium carb... Yields the product C12(CC3CC(CC(C1)C3)C2)C2=C(C=C3C=CC(=CC3=C2)C2=CC=C(C(=O)OC)C=C2)CCCO (methyl 4-[7-(1-adamantyl)-6-hydroxypropyl-2-naphthyl]benzoate). Procedure: 1.7 g (3.9 mmol) of methyl 4-[7-(1-adamantyl)-6-allyl-2-naphthyl]benzoate and 40 ml of THF were introduced into a round-bottomed flask under a stream of nitrogen. A solution of 23.5 ml (11.7 mmol) of 9-borabicyclo[3.3.1]nonane (0.5M in THF) was added dropwise at 0° C. and the reaction mixture was stirred for one hour at room temperature. 12 ml (12 mmol) of a sodium hydroxide solution (1 M) and 10 ml of a 30% hydrogen peroxide solution were then added successively and at 0° C. and the reaction mi... Conditions: time 1 hour. As a reaction SMILES: [C:1]12([C:11]3[CH:20]=[C:19]4[C:14]([CH:15]=[CH:16][C:17]([C:21]5[CH:30]=[CH:29][C:24]([C:25]([O:27][CH3:28])=[O:26])=[CH:23][CH:22]=5)=[CH:18]4)=[CH:13][C:12]=3[CH2:31][CH:32]=[CH2:33])[CH2:10][CH:5]3[CH2:6][CH:7]([CH2:9][CH:3]([CH2:4]3)[CH2:2]1)[CH2:8]2.C12BC(CCC1)CCC2.[OH-:43].[Na+].OO>O.C1COCC1>[C:1]12([C:11]3[CH:20]=[C:19]4[C:14]([CH:15]=[CH:16][C:17]([C:21]5[CH:22]=[CH:23][C:24]([C:25]([O:27][CH3:28])=[O:26])=[CH:29][CH:30]=5)=[CH:18]4)=[CH:13][C:12]=3[CH2:31][CH2:32][CH2:33][OH:43])[CH2:2][CH:3]3[CH2:4][CH:5]([CH2:6][CH:7]([CH2:9]3)[CH2:8]1)[CH2:10]2 |f:2.3|. Solvent: O (water), C1CCOC1 (THF). Starting materials: C12(CC3CC(CC(C1)C3)C2)C2=C(C=C3C=CC(=CC3=C2)C2=CC=C(C(=O)OC)C=C2)CC=C (methyl 4-[7-(1-adamantyl)-6-allyl-2-naphthyl]benzoate), C12CCCC(CCC1)B2 (9-borabicyclo[3.3.1]nonane), [OH-].[Na+] (sodium hydroxide), OO (hydrogen peroxide). Starting materials: S(=O)(Cl)Cl (thionyl chloride), CO (methanol), OC=1C=C(C(=O)O)C=CC1N (3-hydroxy-4-aminobenzoic acid). Reaction conditions: time 15 minute. Product: Cl.COC(C1=CC(=C(C=C1)N)O)=O (4-amino-3-hydroxybenzoic acid methyl ester hydrochloride). RXN SMILES: S(Cl)([Cl:3])=O.[OH:5][C:6]1[CH:7]=[C:8]([CH:12]=[CH:13][C:14]=1[NH2:15])[C:9]([OH:11])=[O:10].[CH3:16]O>>[ClH:3].[CH3:16][O:10][C:9](=[O:11])[C:8]1[CH:12]=[CH:13][C:14]([NH2:15])=[C:6]([OH:5])[CH:7]=1 |f:3.4|. Reported procedure: To an anhydrous methanol (100 ml) was added thionyl chloride (14.0 ml) at −10° C. during 20 minutes. After stirring the mixture for 15 minutes, 3-hydroxy-4-aminobenzoic acid (10.0 g) was added at the same temperature. The appeared suspension was stirred at room temperature overnight. The mixture was concentrated and then azeotroped with methanol (50 ml, twice). To the residue was added diethyl ether, and the residue was collected by suction filtration in washing with diethyl ether to give the ti... As a reaction SMILES: C[O:2][C:3](=[O:29])[CH2:4][C:5]1[C:9]2[C:10]([Cl:27])=[CH:11][C:12]([O:14][CH2:15][C:16]3[C:17]([CH3:26])=[N:18][C:19]([C:22]([F:25])([F:24])[F:23])=[CH:20][CH:21]=3)=[CH:13][C:8]=2[S:7][C:6]=1[CH3:28].C1COCC1.[OH-].[Na+].Cl>CO>[Cl:27][C:10]1[C:9]2[C:5]([CH2:4][C:3]([OH:29])=[O:2])=[C:6]([CH3:28])[S:7][C:8]=2[CH:13]=[C:12]([O:14][CH2:15][C:16]2[C:17]([CH3:26])=[N:18][C:19]([C:22]([F:23])([F:25])[F:24])=[CH:20][CH:21]=2)[CH:11]=1 |f:2.3|. Reaction conditions: temperature 50 celsius, time 2 hour. Yield: 68.0%. The reactants are Cl (HCl), COC(CC1=C(SC2=C1C(=CC(=C2)OCC=2C(=NC(=CC2)C(F)(F)F)C)Cl)C)=O (methyl(4-chloro-2-methyl-6-((2-methyl-6-(trifluoromethyl)pyridin-3-yl)methoxy)-1-benzothiophen-3-yl)acetate), C1CCOC1 (THF), [OH-].[Na+] (NaOH). Run in CO (MeOH). Product: ClC1=CC(=CC2=C1C(=C(S2)C)CC(=O)O)OCC=2C(=NC(=CC2)C(F)(F)F)C ((4-Chloro-2-methyl-6-((2-methyl-6-(trifluoromethyl)pyridin-3-yl)methoxy)-1-benzothiophen-3-yl)acetic acid). Procedure details: To a mixture of methyl(4-chloro-2-methyl-6-((2-methyl-6-(trifluoromethyl)pyridin-3-yl)methoxy)-1-benzothiophen-3-yl)acetate (132.1 mg), THF (dry) (1.5 mL) and MeOH (1.5 mL) was added 1N NaOH (0.893 mL) at room temperature. The mixture was stirred at 50° C. for 2 h. The mixture was neutralized with 1N HCl. The resulting precipitate was collected by filtration to give a colorless solid. The solid was crystallized from acetone-hexane to give the title compound (87 mg). Reactants: COC1(C(OCC1)C)C=1C=C(SC1)SC1=CC=C(C=C1)C(C)=O (4'-{4-[(2RS,3SR)-3-methoxy-2-methyltetrahydrofuran-3-yl]thien-2-ylthio}acetophenone), Cl.NO (hydroxylamine hydrochloride). Product: COC1(C(OCC1)C)C=1C=C(SC1)SC1=CC=C(C=C1)/C(/C)=N/O ((E)-4'-{4-[(2RS,3SR)-3-methoxy-2-methyltetrahydrofuran-3-yl]thien-2-ylthio}acetophenone oxime). Yield: 87.0%. RXN SMILES: [CH3:1][O:2][C:3]1([C:9]2[CH:10]=[C:11]([S:14][C:15]3[CH:20]=[CH:19][C:18]([C:21](=O)[CH3:22])=[CH:17][CH:16]=3)[S:12][CH:13]=2)[CH2:7][CH2:6][O:5][CH:4]1[CH3:8].Cl.[NH2:25][OH:26]>>[CH3:1][O:2][C:3]1([C:9]2[CH:10]=[C:11]([S:14][C:15]3[CH:20]=[CH:19][C:18](/[C:21](=[N:25]/[OH:26])/[CH3:22])=[CH:17][CH:16]=3)[S:12][CH:13]=2)[CH2:7][CH2:6][O:5][CH:4]1[CH3:8] |f:1.2|. Procedure details: Using an analogous procedure to that described in Example 66, 4'-{4-[(2RS,3SR)-3-methoxy-2-methyltetrahydrofuran-3-yl]thien-2-ylthio}acetophenone was reacted with hydroxylamine hydrochloride to give (E)-4'-{4-[(2RS,3SR)-3-methoxy-2-methyltetrahydrofuran-3-yl]thien-2-ylthio}acetophenone oxime in 87% yield, m.p. 105°-107° C. As a reaction SMILES: [Br:16][N:17]1[C:18]([CH3:19])([CH3:20])[C:21](=[O:22])[N:23]([Br:24])[C:25]1=[O:26].[NH2:1][c:2]1[n:3][cH:4][n:5][n:6]2[c:7]1[cH:8][cH:9][c:10]2[CH2:11][CH2:12][CH2:13][CH2:14][OH:15].[O:27]1[CH2:28][CH2:29][CH2:30][CH2:31]1>>[NH2:1][c:2]1[n:3][cH:4][n:5][n:6]2[c:7]1[c:8]([Br:16])[cH:9][c:10]2[CH2:11][CH2:12][CH2:13][CH2:14][OH:15]. The reactants are CC1(C)C(=O)N(Br)C(=O)N1Br, Nc1ncnn2c(CCCCO)ccc12, C1CCOC1. Product: Nc1ncnn2c(CCCCO)cc(Br)c12. Starting materials: Brc1ccc2ccncc2c1, [C-]#N, CN1CCCC1=O. As a reaction SMILES: [Br:1][c:2]1[cH:3][cH:4][c:5]2[cH:6][cH:7][n:8][cH:9][c:10]2[cH:11]1.[C-:12]#[N:13].[CH3:14][N:15]1[CH2:16][CH2:17][CH2:18][C:19]1=[O:20]>>[c:2]1([C:12]#[N:13])[cH:3][cH:4][c:5]2[cH:6][cH:7][n:8][cH:9][c:10]2[cH:11]1. Product: N#Cc1ccc2ccncc2c1. Reactants: [Cl-].[NH4+] (ammonium chloride), [H-].[Na+] (Sodium hydride), CC1(N=C(OC1)C1=C(C=CC=C1)C=1C=C2C=CNC2=CC1)C (5-[2-(4,4-dimethyloxazolin-2-yl)phenyl]indole), BrC(C(=O)OCC)CCCCCC (Ethyl 2-bromooctanoate). Solvent: C1CCOC1 (THF). Reaction conditions: temperature 0 celsius, time 20 minute. The product is CC1(N=C(OC1)C1=C(C=CC=C1)C=1C=C2C=CN(C2=CC1)C(C(=O)OCC)CCCCCC)C (ethyl 2-[5-[2-(4,4-dimethyloxazolin-2-yl)phenyl]indol-1-yl]octanoate). Yield: 86.8%. As a reaction SMILES: [H-].[Na+].[CH3:3][C:4]1([CH3:24])[CH2:8][O:7][C:6]([C:9]2[CH:14]=[CH:13][CH:12]=[CH:11][C:10]=2[C:15]2[CH:16]=[C:17]3[C:21](=[CH:22][CH:23]=2)[NH:20][CH:19]=[CH:18]3)=[N:5]1.Br[CH:26]([CH2:32][CH2:33][CH2:34][CH2:35][CH2:36][CH3:37])[C:27]([O:29][CH2:30][CH3:31])=[O:28].[Cl-].[NH4+]>C1COCC1>[CH3:3][C:4]1([CH3:24])[CH2:8][O:7][C:6]([C:9]2[CH:14]=[CH:13][CH:12]=[CH:11][C:10]=2[C:15]2[CH:16]=[C:17]3[C:21](=[CH:22][CH:23]=2)[N:20]([CH:26]([CH2:32][CH2:33][CH2:34][CH2:35][CH2:36][CH3:37])[C:27]([O:29][CH2:30][CH3:31])=[O:28])[CH:19]=[CH:18]3)=[N:5]1 |f:0.1,4.5|. Procedure details: Sodium hydride (0.54 mmoles, 22 mg of 60% in mineral oil) was added to 5-[2-(4,4-dimethyloxazolin-2-yl)phenyl]indole (0.43 mmoles, 125 mg) in 2 ml THF. After stirring 20 minutes, the solution was cooled to 0° C. Ethyl 2-bromooctanoate (0.54 mmoles, 0.135 mg) was added. The solution was stirred for 15 minutes, allowed to warm to room temperature, and stirred for 1.5 hours. The solution was poured into saturated ammonium chloride and extracted with ethyl acetate. The organic phase was dried and co...